This data is from the Open Reaction Database (ORD), a public repository of structured organic reaction records. The task is: describe an organic reaction: reactants, conditions, products, and yield Reactants: O1N=C(C=C1)OC[C@H]1CN(C(O1)=O)C1=CC(=C(C(=C1)F)C1=CCNCC1)F (5(R)-Isoxazol-3-yloxymethyl-3-(4-(1,2,5,6-tetrahydropyrid-4-yl)-3,5-difluorophenyl)oxazolidin-2-one), ClC(=O)OC(C)Cl (1-chloroethyl chloroformate). The solvent is ClCCl (dichloromethane). Run at time 1 hour. The product is C(N)([O-])=O (carbamate), CCOC(=O)C.CCCC(C)C (EtOAc isohexane). RXN SMILES: O1C=C[C:3](OC[C@@H]2[O:12][C:11](=[O:13])[N:10]([C:14]3C=[C:18](F)[C:17]([C:21]4CCNCC=4)=[C:16](F)[CH:15]=3)C2)=N1.Cl[C:29]([O:31][CH:32](Cl)[CH3:33])=[O:30]>ClCCl>[C:11](=[O:12])([O-:13])[NH2:10].[CH3:33][CH2:32][O:31][C:29]([CH3:3])=[O:30].[CH3:14][CH2:15][CH2:16][CH:17]([CH3:21])[CH3:18] |f:4.5|. Procedure: Reference Example 5 (2.6 g, 5.57 mmol ) in dichloromethane (40 ml) was cooled, under an atmosphere of nitrogen, in an ice-water bath then 1-chloroethyl chloroformate (0.80 g, 5.59 mmol ) added dropwise via syringe. The resulting solution was stirred at ice temperature for 1 hour before isolating the intermediate product (carbamate) by flash chromatograhy (Merck 9385 silica, EtOAc/isohexane (1:1) eluant). The resulting gum was taken up in MeOH (40 ml) and refluxed for 1 hour. Evaporation of the s... The reactants are ClS(=O)(=O)O (chlorosulphonic acid), FC(CC1(OC2=C(O1)C=CC=C2)C(F)(F)F)(F)F (2-(2,2,2-trifluoroethyl)-2-trifluoromethyl-1,3-benzodioxole), ice water. The solvent is C(Cl)(Cl)Cl (chloroform). Product: ClS(=O)(=O)C1=CC2=C(OC(O2)(C(F)(F)F)CC(F)(F)F)C=C1 (5-Chlorosulphonyl-2-(2,2,2-trifluoroethyl)-2-trifluoromethyl-1,3-benzodioxole). The yield is 71.8%. RXN SMILES: [F:1][C:2]([F:18])([F:17])[CH2:3][C:4]1([C:13]([F:16])([F:15])[F:14])[O:8][C:7]2[CH:9]=[CH:10][CH:11]=[CH:12][C:6]=2[O:5]1.[Cl:19][S:20](O)(=[O:22])=[O:21]>C(Cl)(Cl)Cl>[Cl:19][S:20]([C:11]1[CH:10]=[CH:9][C:7]2[O:8][C:4]([CH2:3][C:2]([F:1])([F:17])[F:18])([C:13]([F:15])([F:14])[F:16])[O:5][C:6]=2[CH:12]=1)(=[O:22])=[O:21]. Reported procedure: 136 g of 2-(2,2,2-trifluoroethyl)-2-trifluoromethyl-1,3-benzodioxole were dissolved in 125 ml of chloroform. 175 g of chlorosulphonic acid were added dropwise at 0° C., with stirring, and the reaction mixture was subsequently stirred at room temperature until the evolution of gas had ended. It was then poured into 750 g of ice-water, the phases were separated and the aqueous phase was extracted with chloroform. The combined organic phases were washed with ice-water and sodium hydrogencarbonate s... Starting materials: solution, [H-].[Al+3].[Li+].[H-].[H-].[H-] (lithium aluminium hydride), ClC1=CC=CC(=N1)C#N (6-chloro-2-cyanopyridine). The solvent is C1CCOC1 (THF), C1CCOC1 (THF). Conditions: temperature -5 celsius, time 2 hour. The product is NCC1=NC(=CC=C1)Cl (2-Aminomethyl-6-chloropyridine). RXN SMILES: [H-].[Al+3].[Li+].[H-].[H-].[H-].[Cl:7][C:8]1[N:13]=[C:12]([C:14]#[N:15])[CH:11]=[CH:10][CH:9]=1>C1COCC1>[NH2:15][CH2:14][C:12]1[CH:11]=[CH:10][CH:9]=[C:8]([Cl:7])[N:13]=1 |f:0.1.2.3.4.5|. Reported procedure: A 1M solution of lithium aluminium hydride in THF (2.88 ml, 2.88 mmol) was added dropwise to a solution of 6-chloro-2-cyanopyridine (532 mg, 3.84 mmol) in THF (10 ml) at −5° C. under an atmosphere of nitrogen. The mixture was stirred at −5° C. for two hours and the reaction quenched by careful, sequential addition of water (0.1 ml), 15% aqueous sodium hydroxide solution (0.1 ml) and then water (0.3 ml). The mixture was stirred for one hour at 0° C., the insolubles removed by filtration and the f... Reactants: C(C)(=O)C1=C(N=C(S1)N)C (5-acetyl-2-amino-4-methylthiazole), ClC=1C(=C(OC2=CC=C(C=C2)S(=O)(=O)Cl)C=CC1)C#N (4-(3-chloro-2-cyanophenoxy)benzenesulfonyl chloride). The product is C(C)(=O)C1=C(N=C(S1)NS(=O)(=O)C1=CC=C(C=C1)OC1=C(C(=CC=C1)Cl)C#N)C (N-(5-acetyl-4-methyl-1,3-thiazol-2-yl)-4-(3-chloro-2-cyanophenoxy)benzenesulfonamide). RXN SMILES: [C:1]([C:4]1[S:8][C:7]([NH2:9])=[N:6][C:5]=1[CH3:10])(=[O:3])[CH3:2].[Cl:11][C:12]1[C:13]([C:29]#[N:30])=[C:14]([CH:26]=[CH:27][CH:28]=1)[O:15][C:16]1[CH:21]=[CH:20][C:19]([S:22](Cl)(=[O:24])=[O:23])=[CH:18][CH:17]=1>>[C:1]([C:4]1[S:8][C:7]([NH:9][S:22]([C:19]2[CH:18]=[CH:17][C:16]([O:15][C:14]3[CH:26]=[CH:27][CH:28]=[C:12]([Cl:11])[C:13]=3[C:29]#[N:30])=[CH:21][CH:20]=2)(=[O:23])=[O:24])=[N:6][C:5]=1[CH3:10])(=[O:3])[CH3:2]. Procedure: The tide compound was prepared from 5-acetyl-2-amino-4-methylthiazole and 4-(3-chloro-2-cyanophenoxy)benzenesulfonyl chloride as described in the synthetic METHOD B to give a white solid (9.9 mg) with purity >90%. LCMS (pos) m/z 448.0; LCMS (neg) m/z 446.0. Reactants: N[C@@H](CC1=CC=CC=C1)C(=O)N[C@@H](CC(C)C)C(=O)OC (Phe-Leu-OMe), CC1(C(C)O1)C (dimethyl propylene oxide), CCO (EtOH), oxide. Run in C(Cl)Cl (CH2Cl2). Conditions: time 8 hour. The product is COC([C@@H](NC([C@@H](NCC(C)(C)O)CC1=CC=CC=C1)=O)CC(C)C)=O (N-(2-hydroxy-2-methylpropyl)-L-phenylalanyl-L-leucine methyl ester). Reaction SMILES: [NH2:1][C@H:2]([C:10]([NH:12][C@H:13]([C:18]([O:20][CH3:21])=[O:19])[CH2:14][CH:15]([CH3:17])[CH3:16])=[O:11])[CH2:3][C:4]1[CH:9]=[CH:8][CH:7]=[CH:6][CH:5]=1.[CH3:22][C:23]1([CH3:27])[O:26][CH:24]1C.CCO>C(Cl)Cl>[CH3:21][O:20][C:18](=[O:19])[C@H:13]([CH2:14][CH:15]([CH3:17])[CH3:16])[NH:12][C:10](=[O:11])[C@H:2]([CH2:3][C:4]1[CH:9]=[CH:8][CH:7]=[CH:6][CH:5]=1)[NH:1][CH2:22][C:23]([OH:26])([CH3:27])[CH3:24]. Procedure details: To a solution of Phe-Leu-OMe (0.69 mmol) in CH2Cl2 (1 mL) was added dimethyl propylene oxide (0.075 mL). The reaction mixture was stirred at room temperature overnight, however, no change was observed. Two additional mLs of the oxide were added and then the reaction mixture was transferred with EtOH (excess) to a closed tube reactor, heated to 100° C. for 5 hours, stirred at room temperature for 2 days, and concentrated to yield 0.24 g of N-(2-hydroxy-2-methylpropyl)-L-phenylalanyl-L-leucine met... Starting materials: C(CCC)[Li] (n-Butyllithium), CS(=O)(=O)C1=CC=CC=C1 (methylphenyl sulfone), O(C1=CC=CC=C1)CC(=O)OCC (ethyl phenoxyacetate). Run in O1CCCC1 (tetrahydrofuran). Reaction conditions: temperature -20 celsius, time 14 hour. Product: C1(=CC=CC=C1)S(=O)(=O)CC(COC1=CC=CC=C1)=O (1-phenylsulfonyl-2-oxo-3-phenoxypropane). As a reaction SMILES: C([Li])CCC.[CH3:6][S:7]([C:10]1[CH:15]=[CH:14][CH:13]=[CH:12][CH:11]=1)(=[O:9])=[O:8].[O:16]([CH2:23][C:24](OCC)=[O:25])[C:17]1[CH:22]=[CH:21][CH:20]=[CH:19][CH:18]=1>O1CCCC1>[C:10]1([S:7]([CH2:6][C:24](=[O:25])[CH2:23][O:16][C:17]2[CH:22]=[CH:21][CH:20]=[CH:19][CH:18]=2)(=[O:9])=[O:8])[CH:15]=[CH:14][CH:13]=[CH:12][CH:11]=1. Reported procedure: n-Butyllithium (8.5 ml, 1.6M in hexane) was added at -72° C. to a solution of methylphenyl sulfone (2.14 g, 13.7 mmol) in 80 ml of tetrahydrofuran. The reaction mixture was then allowed to warm slowly to -20° C. and maintained at this temperature for 25 minutes. It was then recooled to -72° C. and ethyl phenoxyacetate (1.48 g, 8.22 mmol) was added dropwise. The cooling bath was removed, the mixture was stirred at 20° C. for 14 hrs. and then poured into 100 ml of saturated NH4Cl and extracted wit... Reactants: [BH4-], CO, Clc1ccc(CC2=NCCCCC2)cc1, Cl, [Na+]. Yields the product Clc1ccc(CC2CCCCCN2)cc1. As a reaction SMILES: [BH4-:18].[CH3:16][OH:17].[Cl:1][c:2]1[cH:3][cH:4][c:5]([CH2:6][C:7]2=[N:8][CH2:9][CH2:10][CH2:11][CH2:12][CH2:13]2)[cH:14][cH:15]1.[ClH:20].[Na+:19]>>[Cl:1][c:2]1[cH:3][cH:4][c:5]([CH2:6][CH:7]2[NH:8][CH2:9][CH2:10][CH2:11][CH2:12][CH2:13]2)[cH:14][cH:15]1.